This data is from the Open Reaction Database (ORD), a public repository of structured organic reaction records. The task is: describe an organic reaction: reactants, conditions, products, and yield Reactants: C(C)C1(CCC1)[C@H](CCO)O ((1S)-1-(1-ethylcyclobutyl)-propane-1,3-diol), C1(=CC=CC=C1)N1N=NN=C1S (1-Phenyl-1H-tetrazol-5-thiol), [OH-].[Na+] (sodium hydroxide), S(=O)(=O)(C1=CC=C(C)C=C1)Cl (tosyl chloride). The reagents and catalysts are [Cl-].C(CCC)[N+](CCCC)(CCCC)CCCC (tetrabutylammonium chloride). The solvent is C1(=CC=CC=C1)C (toluene), O (water). Conditions: temperature 25 celsius, time 1 hour. Yields the product C(C)C1(CCC1)[C@H](CCSC1=NN=NN1C1=CC=CC=C1)O ((1S)-1-(1-ethylcyclobutyl)-3-(1-phenyl-1 H-tetrazol-5-ylthio)propan-1-ol). The yield is 99.9%. As a reaction SMILES: [CH2:1]([C:3]1([C@@H:7]([OH:11])[CH2:8][CH2:9]O)[CH2:6][CH2:5][CH2:4]1)[CH3:2].[OH-].[Na+].S(Cl)(C1C=CC(C)=CC=1)(=O)=O.[C:25]1([N:31]2[C:35]([SH:36])=[N:34][N:33]=[N:32]2)[CH:30]=[CH:29][CH:28]=[CH:27][CH:26]=1>C1(C)C=CC=CC=1.[Cl-].C([N+](CCCC)(CCCC)CCCC)CCC.O>[CH2:1]([C:3]1([C@@H:7]([OH:11])[CH2:8][CH2:9][S:36][C:35]2[N:31]([C:25]3[CH:30]=[CH:29][CH:28]=[CH:27][CH:26]=3)[N:32]=[N:33][N:34]=2)[CH2:6][CH2:5][CH2:4]1)[CH3:2] |f:1.2,6.7|. Reported procedure: To a solution of (1S)-1-(1-ethylcyclobutyl)-propane-1,3-diol (8.90 g) in toluene (110 mL) were added tetrabutylammonium chloride (1.56 g) and a 2N aqueous sodium hydroxide solution (170 mL). At an inner temperature about 25° C., tosyl chloride (11.3 g) was added to the reaction solution, which was stirred at 25° C. for 1 hour. 1-Phenyl-1H-tetrazol-5-thiol (11.0 g) was added to the reaction solution, which was stirred at 60° C. for 1 hour. After cooling, water was added to the reaction solution, ... Starting materials: NC[C@@H]1CN(CCO[C@H]1C1=CC(=C(C=C1)Cl)Cl)C(=O)OC(C)(C)C (tert-butyl (6R,7R)-6-(aminomethyl)-7-(3,4-dichlorophenyl)-1,4-oxazepane-4-carboxylate), C(C)(C)(C)OC(=O)[N-]S(=O)(=O)N1C=CC(C=C1)=[N+](C)C (N-(tert-butoxycarbonyl)-N-[4-(dimethylazaniumylidene)-1,4-dihydropyridin-1-ylsulfonyl]azanide), ( 14 ). The solvent is C(C)#N (acetonitrile). Conditions: time 12 hour. Yields the product C(C)(C)(C)OC(=O)NS(=O)(=O)NC[C@@H]1CN(CCO[C@H]1C1=CC(=C(C=C1)Cl)Cl)C(=O)OC(C)(C)C (tert-butyl (6S,7R)-6-({[(tert-butoxycarbonyl)sulfamoyl]amino}methyl)-7-(3,4-dichlorophenyl)-1,4-oxazepane-4-carboxylate). The yield is 116.4%. RXN SMILES: [NH2:1][CH2:2][C@H:3]1[C@H:9]([C:10]2[CH:15]=[CH:14][C:13]([Cl:16])=[C:12]([Cl:17])[CH:11]=2)[O:8][CH2:7][CH2:6][N:5]([C:18]([O:20][C:21]([CH3:24])([CH3:23])[CH3:22])=[O:19])[CH2:4]1.[C:25]([O:29][C:30]([N-:32][S:33](N1C=CC(=[N+](C)C)C=C1)(=[O:35])=[O:34])=[O:31])([CH3:28])([CH3:27])[CH3:26]>C(#N)C>[C:25]([O:29][C:30]([NH:32][S:33]([NH:1][CH2:2][C@H:3]1[C@H:9]([C:10]2[CH:15]=[CH:14][C:13]([Cl:16])=[C:12]([Cl:17])[CH:11]=2)[O:8][CH2:7][CH2:6][N:5]([C:18]([O:20][C:21]([CH3:24])([CH3:23])[CH3:22])=[O:19])[CH2:4]1)(=[O:35])=[O:34])=[O:31])([CH3:28])([CH3:26])[CH3:27]. Procedure details: To a solution of tert-butyl (6R,7R)-6-(aminomethyl)-7-(3,4-dichlorophenyl)-1,4-oxazepane-4-carboxylate (100 mg) in acetonitrile (2 mL) was added N-(tert-butoxycarbonyl)-N-[4-(dimethylazaniumylidene)-1,4-dihydropyridin-1-ylsulfonyl]azanide (181 mg) prepared by the method described in Organic Letters, 2001, 3 (14), 2241-2243, and the mixture was stirred at room temperature for 12 hr. The reaction mixture was concentrated under reduced pressure, distilled water was added to the residue, and the mix... Starting materials: CC(C)(C)[Si](C)(C)Cl, Cc1cccc(CO)c1CO, C1CCOC1, O, c1c[nH]cn1. Product: Cc1cccc(CO[Si](C)(C)C(C)(C)C)c1CO. RXN SMILES: [C:17]([CH3:18])([CH3:19])([CH3:20])[Si:21]([CH3:22])([CH3:23])[Cl:24].[CH3:1][c:2]1[c:3]([CH2:10][OH:11])[c:4]([CH2:8][OH:9])[cH:5][cH:6][cH:7]1.[O:26]1[CH2:27][CH2:28][CH2:29][CH2:30]1.[OH2:25].[nH:12]1[cH:13][cH:14][n:15][cH:16]1>>[CH3:1][c:2]1[c:3]([CH2:10][OH:11])[c:4]([CH2:8][O:9][Si:21]([C:17]([CH3:18])([CH3:19])[CH3:20])([CH3:22])[CH3:23])[cH:5][cH:6][cH:7]1. Starting materials: Cc1ccccc1, COc1ccc(C(=O)O)cc1F, O=S(Cl)Cl. Reaction SMILES: [CH3:17][c:18]1[cH:19][cH:20][cH:21][cH:22][cH:23]1.[F:1][c:2]1[cH:3][c:4]([C:5](=[O:6])[OH:7])[cH:8][cH:9][c:10]1[O:11][CH3:12].[S:13]([Cl:14])([Cl:15])=[O:16]>>[F:1][c:2]1[cH:3][c:4]([C:5](=[O:6])[Cl:15])[cH:8][cH:9][c:10]1[O:11][CH3:12]. Product: COc1ccc(C(=O)Cl)cc1F. The reactants are BrC=1C(=NC=CC1)C=NNC (N-[1-(3-Bromo-pyridin-2-yl)-methylidene]-N′-methyl-hydrazine), CN[C@H]1[C@@H](CCCC1)NC (trans-N,N′-dimethylcyclohexane-1,2-diamine), C([O-])([O-])=O.[K+].[K+] (potassium carbonate). The reagents and catalysts are [Cu]I (copper (I) iodide). Solvent: CN1C(CCC1)=O (1-methyl-2-pyrrolidinone), [Cl-].[NH4+] (ammonium chloride), C(C)(=O)OCC (ethyl acetate). Run at temperature 120 celsius. The product is CN1N=CC2=NC=CC=C21 (1-methyl-1H-pyrazolo[4,3-b]pyridine). Isolated yield 16.4%. RXN SMILES: Br[C:2]1[C:3]([CH:8]=[N:9][NH:10][CH3:11])=[N:4][CH:5]=[CH:6][CH:7]=1.CN[C@@H]1CCCC[C@H]1NC.C(=O)([O-])[O-].[K+].[K+]>CN1CCCC1=O.[Cl-].[NH4+].C(OCC)(=O)C.[Cu]I>[CH3:11][N:10]1[C:2]2[C:3](=[N:4][CH:5]=[CH:6][CH:7]=2)[CH:8]=[N:9]1 |f:2.3.4,6.7|. Procedure: N-[1-(3-Bromo-pyridin-2-yl)-methylidene]-N′-methyl-hydrazine (5.7 g, 26.63 mmol), copper (I) iodide (507 mg, 2.66 mmol), trans-N,N′-dimethylcyclohexane-1,2-diamine (76 mg, 0.533 mmol) and potassium carbonate (7.36 g, 53.25 mmol) are suspended in 1-methyl-2-pyrrolidinone (20 mL) and heated at 120° C. for 3 h. The mixture is diluted with saturated ammonium chloride solution and ethyl acetate. The resulting emulsion is filtered, the phases separated and the organic phase washed with brine, dried an... Starting materials: OS(=O)(=O)O (H2SO4), NC1=NC=C(C=N1)Br (2-amino-5-bromo-pyrimidine), FC1=C(C=CC=C1)B(O)O (2-fluorophenylboronic acid), C([O-])([O-])=O.[Na+].[Na+] (sodium carbonate). The reagents and catalysts are C=1C=CC(=CC1)[P](C=2C=CC=CC2)(C=3C=CC=CC3)[Pd]([P](C=4C=CC=CC4)(C=5C=CC=CC5)C=6C=CC=CC6)([P](C=7C=CC=CC7)(C=8C=CC=CC8)C=9C=CC=CC9)[P](C=1C=CC=CC1)(C=1C=CC=CC1)C=1C=CC=CC1 (tetrakis(triphenylphosphine)palladium). Solvent: C(OC)COC (dimethoxyethane), CCCCCC (hexane). Product: NC1=NC=C(C=N1)C1=C(C=CC=C1)F (2-Amino-5-(2-fluorophenyl)-pyrimidine). Reaction SMILES: [NH2:1][C:2]1[N:7]=[CH:6][C:5](Br)=[CH:4][N:3]=1.[F:9][C:10]1[CH:15]=[CH:14][CH:13]=[CH:12][C:11]=1B(O)O.C(=O)([O-])[O-].[Na+].[Na+].OS(O)(=O)=O>C(COC)OC.C1C=CC([P]([Pd]([P](C2C=CC=CC=2)(C2C=CC=CC=2)C2C=CC=CC=2)([P](C2C=CC=CC=2)(C2C=CC=CC=2)C2C=CC=CC=2)[P](C2C=CC=CC=2)(C2C=CC=CC=2)C2C=CC=CC=2)(C2C=CC=CC=2)C2C=CC=CC=2)=CC=1.CCCCCC>[NH2:1][C:2]1[N:7]=[CH:6][C:5]([C:11]2[CH:12]=[CH:13][CH:14]=[CH:15][C:10]=2[F:9])=[CH:4][N:3]=1 |f:2.3.4,^1:39,41,60,79|. Procedure details: To a solution of 2-amino-5-bromo-pyrimidine 9 (49.40 g, 284 mmol) in dimethoxyethane (500 mL) were added 2-fluorophenylboronic acid 10 (43.66 g, 312 mmol), 2.0 M aqueous sodium carbonate solution (285 mL, 570 mmol) and tetrakis(triphenylphosphine)palladium (0) (3.28 g, 2.84 mmol). The mixture was stirred at reflux for 2 hr. The reaction mixture was cooled to ambient temperature and slowly poured into 10% H2SO4 (600 mL), which was added with hexane (300 mL). The acidic aqueous layer was separated... As a reaction SMILES: [Br:1][c:2]1[cH:3][c:4]([CH3:23])[c:5](-[c:7]2[c:8]([CH3:22])[n:9][c:10]3[n:11]2[n:12][c:13]([CH3:21])[cH:14][c:15]3[CH:16]([CH2:17][CH3:18])[CH2:19][CH3:20])[s:6]1.[CH2:24]1[O:25][CH2:26][CH2:27][CH2:28]1.[CH3:29][O:30][N:31]([C:32]([c:33]1[cH:34][cH:35][cH:36][cH:37][cH:38]1)=[O:39])[CH3:40].[CH3:41][CH2:42][O:43][C:44]([CH3:45])=[O:46]>>[c:2]1([C:32]([c:33]2[cH:34][cH:35][cH:36][cH:37][cH:38]2)=[O:39])[cH:3][c:4]([CH3:23])[c:5](-[c:7]2[c:8]([CH3:22])[n:9][c:10]3[n:11]2[n:12][c:13]([CH3:21])[cH:14][c:15]3[CH:16]([CH2:17][CH3:18])[CH2:19][CH3:20])[s:6]1. The reactants are CCC(CC)c1cc(C)nn2c(-c3sc(Br)cc3C)c(C)nc12, C1CCOC1, CON(C)C(=O)c1ccccc1, CCOC(C)=O. Yields the product CCC(CC)c1cc(C)nn2c(-c3sc(C(=O)c4ccccc4)cc3C)c(C)nc12.